Dataset: the Open Reaction Database (ORD), a public repository of structured organic reaction records. Task: describe an organic reaction: reactants, conditions, products, and yield Starting materials: C(C=C)N (allylamine), C(C)(C)N(C(C)C)CC (N,N-diisopropylethylamine), O([Si](C)(C)C(C)(C)C)CC1=C(OC=C1)CCO (2-(3-tert-butyldimethylsiloxymethylfuran-2-yl)ethanol), C(C)(C)N(C(C)C)CC (N,N-diisopropylethylamine), CS(=O)(=O)Cl (methanesulfonyl chloride). Run in C(C)(=O)OCC (ethyl acetate), ClCCl (dichloromethane). Conditions: time 2 hour. Product: C(C=C)N1CC2=C(CC1)OC=C2 (5-allyl-4,5,6,7-tetrahydrofuro[3,2-c]pyridine). As a reaction SMILES: O([CH2:9][C:10]1[CH:14]=[CH:13][O:12][C:11]=1[CH2:15][CH2:16]O)[Si](C(C)(C)C)(C)C.C(N(CC)C(C)C)(C)C.CS(Cl)(=O)=O.[CH2:32]([NH2:35])[CH:33]=[CH2:34]>ClCCl.C(OCC)(=O)C>[CH2:32]([N:35]1[CH2:16][CH2:15][C:11]2[O:12][CH:13]=[CH:14][C:10]=2[CH2:9]1)[CH:33]=[CH2:34]. Procedure details: To a solution of the crude 2-(3-hydroxymethylfuran-2-yl)ethanol and 1.74 ml (9.96 mmol) of N,N-diisopropylethylamine in 50 ml of dichloromethane, 0.71 ml (9.13 mmol) of methanesulfonyl chloride was added dropwise under ice-cooling, followed by stirring at room temperature for 2 hours. The reaction mixture was diluted with ethyl acetate and washed with water and then saturated sodium chloride. After which it was dried over anhydrous magnesium sulfate; the solvent was distilled off under reduced p...